The task is: describe an organic reaction: reactants, conditions, products, and yield. This data is from the Open Reaction Database (ORD), a public repository of structured organic reaction records. Starting materials: O (Water), aqueous solution, [OH-].[Na+] (sodium hydroxide), C(C)OC(=O)C=1C=NN(C1)C1=NC=C(C=C1)C(F)(F)F (1-[5-(trifluoromethyl)pyridin-2-yl]-1H-pyrazole-4-carboxylic acid ethyl ester), Cl (hydrochloric acid). Solvent: C(C)O (ethanol). Conditions: temperature 80 celsius, time 3.5 hour. Product: FC(C=1C=CC(=NC1)N1N=CC(=C1)C(=O)O)(F)F (1-[5-(Trifluoromethyl)pyridin-2-yl]-1H-pyrazole-4-carboxylic acid). Isolated yield 72.6%. As a reaction SMILES: O.[OH-].[Na+].C([O:6][C:7]([C:9]1[CH:10]=[N:11][N:12]([C:14]2[CH:19]=[CH:18][C:17]([C:20]([F:23])([F:22])[F:21])=[CH:16][N:15]=2)[CH:13]=1)=[O:8])C.Cl>C(O)C>[F:23][C:20]([F:21])([F:22])[C:17]1[CH:18]=[CH:19][C:14]([N:12]2[CH:13]=[C:9]([C:7]([OH:8])=[O:6])[CH:10]=[N:11]2)=[N:15][CH:16]=1 |f:1.2|. Reported procedure: Water (5 ml) and 4N aqueous solution of sodium hydroxide (5 ml) were added at room temperature to a solution of 1-[5-(trifluoromethyl)pyridin-2-yl]-1H-pyrazole-4-carboxylic acid ethyl ester (544 mg) in ethanol (10 ml), and stirred at 80° C. for 3.5 hours. After completion of the reaction, the reaction solution was cooled to 0° C. and 1N hydrochloric acid aqueous solution (21 ml) was added. The precipitated solid was collected by filtration to give the titled compound (356 mg) as a white solid. Starting materials: ClC1=NC(=CC(=C1)C=1C=NN(C1)C)Cl (2,6-dichloro-4-(1-methyl-1H-pyrazol-4-yl)pyridine), FC1=CC=C(C=C1)C1NC(OC1)=O (4-(4-fluorophenyl)oxazolidin-2-one), 4,5-bis(diphenylphosphino)-9,9′-dimethylxanthene, P(=O)([O-])([O-])[O-].[K+].[K+].[K+] (tripotassium phosphate), tris(dibenzylideneacetone)(chloroform)dipalladium, O1CCOCC1 (1,4-dioxane). The solvent is C(C)(=O)OCC (ethyl acetate). Reaction conditions: temperature 90 celsius, time 5 hour. The product is ClC1=CC(=CC(=N1)N1C(OCC1C1=CC=C(C=C1)F)=O)C=1C=NN(C1)C (3-[6-Chloro-4-(1-methyl-1H-pyrazol-4-yl)pyridin-2-yl]-4-(4-fluorophenyl)oxazolidin-2-one). The yield is 34.3%. RXN SMILES: Cl[C:2]1[CH:7]=[C:6]([C:8]2[CH:9]=[N:10][N:11]([CH3:13])[CH:12]=2)[CH:5]=[C:4]([Cl:14])[N:3]=1.[F:15][C:16]1[CH:21]=[CH:20][C:19]([CH:22]2[CH2:26][O:25][C:24](=[O:27])[NH:23]2)=[CH:18][CH:17]=1.P([O-])([O-])([O-])=O.[K+].[K+].[K+].O1CCOCC1>C(OCC)(=O)C>[Cl:14][C:4]1[N:3]=[C:2]([N:23]2[CH:22]([C:19]3[CH:18]=[CH:17][C:16]([F:15])=[CH:21][CH:20]=3)[CH2:26][O:25][C:24]2=[O:27])[CH:7]=[C:6]([C:8]2[CH:9]=[N:10][N:11]([CH3:13])[CH:12]=2)[CH:5]=1 |f:2.3.4.5|. Reported procedure: 379 mg of 2,6-dichloro-4-(1-methyl-1H-pyrazol-4-yl)pyridine, 300 mg of 4-(4-fluorophenyl)oxazolidin-2-one, 192 mg of 4,5-bis(diphenylphosphino)-9,9′-dimethylxanthene, 705 mg of tripotassium phosphate and 172 mg of tris(dibenzylideneacetone)(chloroform)dipalladium were added in turn to 10 ml of degassed 1,4-dioxane, and the mixture was stirred at 90° C. for 5 hours under argon atmosphere. The reaction solution was diluted with ethyl acetate. The solution was washed in turn with water and brine an... The reactants are O=C([O-])[O-], COc1ccc(CN(Cc2ccc(OC)cc2)c2nc(C)nc(Cl)n2)cc1, CN1CC(=O)OB(c2cc(CC(=O)OC(C)(C)C)cnc2F)OC(=O)C1, [K+], [K+], C1COCCO1, O. Yields the product COc1ccc(CN(Cc2ccc(OC)cc2)c2nc(C)nc(-c3cc(CC(=O)OC(C)(C)C)cnc3F)n2)cc1. As a reaction SMILES: [C:54](=[O:55])([O-:56])[O-:57].[Cl:1][c:2]1[n:3][c:4]([N:9]([CH2:10][c:11]2[cH:12][cH:13][c:14]([O:17][CH3:18])[cH:15][cH:16]2)[CH2:19][c:20]2[cH:21][cH:22][c:23]([O:26][CH3:27])[cH:24][cH:25]2)[n:5][c:6]([CH3:8])[n:7]1.[F:28][c:29]1[c:30]([B:43]2[O:44][C:45](=[O:46])[CH2:47][N:48]([CH3:49])[CH2:50][C:51](=[O:52])[O:53]2)[cH:31][c:32]([CH2:35][C:36](=[O:37])[O:38][C:39]([CH3:40])([CH3:41])[CH3:42])[cH:33][n:34]1.[K+:58].[K+:59].[O:61]1[CH2:62][CH2:63][O:64][CH2:65][CH2:66]1.[OH2:60]>>[c:2]1(-[c:30]2[c:29]([F:28])[n:34][cH:33][c:32]([CH2:35][C:36](=[O:37])[O:38][C:39]([CH3:40])([CH3:41])[CH3:42])[cH:31]2)[n:3][c:4]([N:9]([CH2:10][c:11]2[cH:12][cH:13][c:14]([O:17][CH3:18])[cH:15][cH:16]2)[CH2:19][c:20]2[cH:21][cH:22][c:23]([O:26][CH3:27])[cH:24][cH:25]2)[n:5][c:6]([CH3:8])[n:7]1.